Task: describe an organic reaction: reactants, conditions, products, and yield. Dataset: the Open Reaction Database (ORD), a public repository of structured organic reaction records The reactants are CC(C)(C)C(=O)Cl, CN(C)c1ccncc1, C1CCOC1, NS(=O)(=O)c1ccccc1NC(=O)c1ccc(C#Cc2ccccc2)cc1. The product is CC(C)(C)C(=O)NS(=O)(=O)c1ccccc1NC(=O)c1ccc(C#Cc2ccccc2)cc1. Reaction SMILES: [C:1]([C:2]([CH3:3])([CH3:4])[CH3:5])(=[O:6])[Cl:7].[CH3:35][N:36]([CH3:37])[c:38]1[cH:39][cH:40][n:41][cH:42][cH:43]1.[O:44]1[CH2:45][CH2:46][CH2:47][CH2:48]1.[c:8]1([C:14]#[C:15][c:16]2[cH:17][cH:18][c:19]([C:20](=[O:21])[NH:22][c:23]3[c:24]([S:29]([NH2:30])(=[O:31])=[O:32])[cH:25][cH:26][cH:27][cH:28]3)[cH:33][cH:34]2)[cH:9][cH:10][cH:11][cH:12][cH:13]1>>[C:1]([C:2]([CH3:3])([CH3:4])[CH3:5])(=[O:6])[NH:30][S:29]([c:24]1[c:23]([NH:22][C:20]([c:19]2[cH:18][cH:17][c:16]([C:15]#[C:14][c:8]3[cH:9][cH:10][cH:11][cH:12][cH:13]3)[cH:34][cH:33]2)=[O:21])[cH:28][cH:27][cH:26][cH:25]1)(=[O:31])=[O:32]. Starting materials: [Al+3], C1CCOC1, CCOC(=O)c1ccc2c(c1)OCO2, CCOCC, [H-], [H-], [H-], [H-], [Li+], [Na+], [OH-], O. Yields the product O=Cc1ccc2c(c1)OCO2. Reaction SMILES: [Al+3:2].[CH2:29]1[O:30][CH2:31][CH2:32][CH2:33]1.[CH2:7]1[O:8][c:9]2[cH:10][c:11]([C:12](=[O:13])[O:14][CH2:15][CH3:16])[cH:17][cH:18][c:19]2[O:20]1.[CH3:23][CH2:24][O:25][CH2:26][CH3:27].[H-:1].[H-:4].[H-:5].[H-:6].[Li+:3].[Na+:22].[OH-:21].[OH2:28]>>[CH2:7]1[O:8][c:9]2[cH:10][c:11]([CH:12]=[O:13])[cH:17][cH:18][c:19]2[O:20]1.